This data is from the Open Reaction Database (ORD), a public repository of structured organic reaction records. The task is: describe an organic reaction: reactants, conditions, products, and yield Reactants: BrC=1C=C2C(=C(C=NC2=CC1)C(=O)C1CC1)N1CCC(CC1)CN1CCCC1 ({6-bromo-4-[4-(pyrrolidin-1-ylmethyl)piperidin-1-yl]quinolin-3-yl}(cyclopropyl)methanone), ClC1=C(C(=CC(=C1)B1OC(C(O1)(C)C)(C)C)F)O (2-chloro-6-fluoro-4-(4,4,5,5-tetramethyl-1,3,2-dioxaborolan-2-yl)phenol). The product is ClC=1C=C(C=C(C1O)F)C=1C=C2C(=C(C=NC2=CC1)C(=O)C1CC1)N1CCC(CC1)CN1CCCC1 ({6-(3-Chloro-5-fluoro-4-hydroxyphenyl)-4-[4-(pyrrolidin-1-ylmethyl)piperidin-1-yl]quinolin-3-yl}(cyclopropyl)methanone). Isolated yield 70.3%. Reaction SMILES: Br[C:2]1[CH:3]=[C:4]2[C:9](=[CH:10][CH:11]=1)[N:8]=[CH:7][C:6]([C:12]([CH:14]1[CH2:16][CH2:15]1)=[O:13])=[C:5]2[N:17]1[CH2:22][CH2:21][CH:20]([CH2:23][N:24]2[CH2:28][CH2:27][CH2:26][CH2:25]2)[CH2:19][CH2:18]1.[Cl:29][C:30]1[CH:35]=[C:34](B2OC(C)(C)C(C)(C)O2)[CH:33]=[C:32]([F:45])[C:31]=1[OH:46]>>[Cl:29][C:30]1[CH:35]=[C:34]([C:2]2[CH:3]=[C:4]3[C:9](=[CH:10][CH:11]=2)[N:8]=[CH:7][C:6]([C:12]([CH:14]2[CH2:16][CH2:15]2)=[O:13])=[C:5]3[N:17]2[CH2:22][CH2:21][CH:20]([CH2:23][N:24]3[CH2:25][CH2:26][CH2:27][CH2:28]3)[CH2:19][CH2:18]2)[CH:33]=[C:32]([F:45])[C:31]=1[OH:46]. Procedure: Following general procedure D, {6-bromo-4-[4-(pyrrolidin-1-ylmethyl)piperidin-1-yl]quinolin-3-yl}(cyclopropyl)methanone (30 mg, 0.068 mmol) was reacted with 2-chloro-6-fluoro-4-(4,4,5,5-tetramethyl-1,3,2-dioxaborolan-2-yl)phenol (27 mg, 0.099 mmol) to afford the desired product (24.3 mg, 71%) as a yellow solid: 1H NMR (500 MHz, CD3OD) δ 8.79 (s, 1H), 8.24 (d, J=1.7 Hz, 1H), 8.06-7.96 (m, 2H), 7.53-7.49 (m, 1H), 7.42 (dd, J=11.7, 2.2 Hz, 1H), 3.53 (d, J=12.8 Hz, 2H), 3.28-3.15 (m, 6H), 3.09 (d, J... Reactants: C(C)(=O)OC(C)C1=NC=CC(=C1)OC ((+)-1-[4-methoxy-2-pyridyl]-ethyl acetate), [OH-].[Na+] (sodium hydroxide). Run at temperature 75 celsius, time 2 hour. The product is COC1=CC(=NC=C1)C(C)O ((+)-1-(4-Methoxy-2-pyridyl)-ethanol). As a reaction SMILES: C([O:4][CH:5]([C:7]1[CH:12]=[C:11]([O:13][CH3:14])[CH:10]=[CH:9][N:8]=1)[CH3:6])(=O)C.[OH-].[Na+]>>[CH3:14][O:13][C:11]1[CH:10]=[CH:9][N:8]=[C:7]([CH:5]([OH:4])[CH3:6])[CH:12]=1 |f:1.2|. Reported procedure: 114 g of (+)-1-[4-methoxy-2-pyridyl]-ethyl acetate are added dropwise at 70° C. to 220 ml of 4N sodium hydroxide solution. The mixture is then stirred for a further 2 h at 75° C., cooled and extracted with four times 200 ml of dichloromethane. The organic phase is washed with 2N sodium hydroxide solution and water, dried over sodium sulphate and concentrated to dryness. After thorough stirring with 250 ml of diisopropyl ether, this gives 64 g (72%) of the title compound of m.p. 92° C. The reactants are OCc1cccc(-c2ccccc2F)c1-c1cccc(F)c1, O=S(Cl)Cl. Yields the product Fc1cccc(-c2c(CCl)cccc2-c2ccccc2F)c1. As a reaction SMILES: [F:1][c:2]1[c:3](-[c:8]2[c:9](-[c:16]3[cH:17][c:18]([F:22])[cH:19][cH:20][cH:21]3)[c:10]([CH2:14][OH:15])[cH:11][cH:12][cH:13]2)[cH:4][cH:5][cH:6][cH:7]1.[S:23]([Cl:24])([Cl:25])=[O:26]>>[F:1][c:2]1[c:3](-[c:8]2[c:9](-[c:16]3[cH:17][c:18]([F:22])[cH:19][cH:20][cH:21]3)[c:10]([CH2:14][Cl:25])[cH:11][cH:12][cH:13]2)[cH:4][cH:5][cH:6][cH:7]1. Reaction SMILES: [CH3:1][O:2][C:3]([CH:4]([CH2:5][c:6]1[cH:7][cH:8][c:9]([Br:12])[cH:10][cH:11]1)[NH:13][C:14](=[O:15])[c:16]1[cH:17][c:18](-[c:23]2[cH:24][cH:25][c:26]([C:29]([F:30])([F:31])[F:32])[cH:27][cH:28]2)[cH:19][cH:20][c:21]1[OH:22])=[O:33].[F:34][C:35]([c:36]1[cH:37][cH:38][c:39]([B:42]([OH:43])[OH:44])[cH:40][cH:41]1)([F:45])[F:46]>>[CH3:1][O:2][C:3]([CH:4]([CH2:5][c:6]1[cH:7][cH:8][c:9](-[c:39]2[cH:38][cH:37][c:36]([C:35]([F:34])([F:45])[F:46])[cH:41][cH:40]2)[cH:10][cH:11]1)[NH:13][C:14](=[O:15])[c:16]1[cH:17][c:18](-[c:23]2[cH:24][cH:25][c:26]([C:29]([F:30])([F:31])[F:32])[cH:27][cH:28]2)[cH:19][cH:20][c:21]1[OH:22])=[O:33]. Product: COC(=O)C(Cc1ccc(-c2ccc(C(F)(F)F)cc2)cc1)NC(=O)c1cc(-c2ccc(C(F)(F)F)cc2)ccc1O. The reactants are COC(=O)C(Cc1ccc(Br)cc1)NC(=O)c1cc(-c2ccc(C(F)(F)F)cc2)ccc1O, OB(O)c1ccc(C(F)(F)F)cc1. Starting materials: C1CCOC1, C1CCCCC1, [Li]C(C)CC, O=CN1CCOCC1, Cl, Fc1cccc(-c2ccc3ccccc3c2)c1. Reaction SMILES: [CH2:32]1[O:33][CH2:34][CH2:35][CH2:36]1.[CH2:37]1[CH2:38][CH2:39][CH2:40][CH2:41][CH2:42]1.[CH:1]([Li:2])([CH2:3][CH3:4])[CH3:5].[CH:23](=[O:24])[N:25]1[CH2:26][CH2:27][O:28][CH2:29][CH2:30]1.[ClH:31].[F:6][c:7]1[cH:8][c:9](-[c:13]2[cH:14][c:15]3[cH:16][cH:17][cH:18][cH:19][c:20]3[cH:21][cH:22]2)[cH:10][cH:11][cH:12]1>>[F:6][c:7]1[cH:8][c:9](-[c:13]2[cH:14][c:15]3[cH:16][cH:17][cH:18][cH:19][c:20]3[cH:21][cH:22]2)[cH:10][cH:11][c:12]1[CH:23]=[O:24]. Product: O=Cc1ccc(-c2ccc3ccccc3c2)cc1F. Reactants: BrC=1C=C2C(=C(C(=NC2=CC1)Cl)CC1=CC=C(C#N)C=C1)Cl (4-((6-Bromo-2,4-dichloroquinolin-3-yl)methyl)benzonitrile), BrC=1C=C2C(=C(C(=NC2=CC1)Cl)CC1=CC=C(C#N)C=C1)Cl (4-((6-Bromo-2,4-dichloroquinolin-3-yl)methyl)benzonitrile), C[O-].[Na+] (sodium methoxide). Solvent: C1(=CC=CC=C1)C (toluene). Run at temperature 105 celsius, time 9 hour. Product: BrC=1C=C2C(=C(C(=NC2=CC1)OC)CC1=CC=C(C#N)C=C1)Cl (4-((6-Bromo-4-chloro-2-methoxyquinolin-3-yl)methyl)benzonitrile). Reaction SMILES: [Br:1][C:2]1[CH:3]=[C:4]2[C:9](=[CH:10][CH:11]=1)[N:8]=[C:7](Cl)[C:6]([CH2:13][C:14]1[CH:21]=[CH:20][C:17]([C:18]#[N:19])=[CH:16][CH:15]=1)=[C:5]2[Cl:22].[CH3:23][O-:24].[Na+]>C1(C)C=CC=CC=1>[Br:1][C:2]1[CH:3]=[C:4]2[C:9](=[CH:10][CH:11]=1)[N:8]=[C:7]([O:24][CH3:23])[C:6]([CH2:13][C:14]1[CH:21]=[CH:20][C:17]([C:18]#[N:19])=[CH:16][CH:15]=1)=[C:5]2[Cl:22] |f:1.2|. Reported procedure: A heterogeneous mixture of 4-((6-bromo-2,4-dichloroquinolin-3-yl)methyl)benzonitrile (650 mg, 1.16 mmol, Intermediate 44: step c) and sodium methoxide (314 mg, 5.81 mmol) in dry toluene (2.2 mL) was heated at 105° C. After 9 hours, the mixture was cooled to ambient temperature and filtered through Celite®, rinsing with DCM. The filtrate was concentrated and the crude was purified by flash column chromatography (silica gel, 0-5% EtOAc-Hexanes) to provide the title compound as a white solid.